This data is from the Open Reaction Database (ORD), a public repository of structured organic reaction records. The task is: describe an organic reaction: reactants, conditions, products, and yield The solvent is O1CCCC1 (THF), O1CCCC1 (THF), O1CCCC1 (THF), O1CCCC1 (tetrahydrofuran). Reported procedure: Sodium hydride (60 %wt suspension in mineral oil; 0.86 g, 21.5 mmol) is suspended in dry tetrahydrofuran (THF, 20 mL) and is cooled to 0° C. A mixture of 4-chloroindole (2.5 g, 16.5 mmol) and THF (10 mL) is added to the slurry at 4° C. After the addition is completed, the mixture is stirred for 30 min. Then a mixture of O-mesitylenesulfonylhydroxylamine (3.02 g, 14 mmol) and THF (25 mL) is added slowly at a temperature below 5° C. After the addition is completed, the reaction mixture is allowed ... Reactants: ClC1=C2C=CNC2=CC=C1 (4-chloroindole), [H-].[Na+] (Sodium hydride), C1(=C(C(=CC(=C1)C)C)S(=O)(=O)ON)C (O-mesitylenesulfonylhydroxylamine), C1(=C(C(=CC(=C1)C)C)S(=O)(=O)ON)C (O-mesitylenesulfonylhydroxylamine), O (water). Isolated yield 94.3%. Reaction conditions: temperature 0 celsius, time 30 minute. RXN SMILES: [H-].[Na+].[Cl:3][C:4]1[CH:12]=[CH:11][CH:10]=[C:9]2[C:5]=1[CH:6]=[CH:7][NH:8]2.C1(C)C=C(C)C=C(C)C=1S(O[NH2:25])(=O)=O.O>O1CCCC1>[Cl:3][C:4]1[CH:12]=[CH:11][CH:10]=[C:9]2[C:5]=1[CH:6]=[CH:7][N:8]2[NH2:25] |f:0.1|. Product: ClC1=C2C=CN(C2=CC=C1)N (4-Chloro-indol-1-ylamine).